Dataset: the Open Reaction Database (ORD), a public repository of structured organic reaction records. Task: describe an organic reaction: reactants, conditions, products, and yield Reactants: N1C(=NC2=C1C=CC=C2)NC(=O)C=2N=CNC2C(=O)NC2=CC(=C(OC1CCN(CC1)C(=O)OC(C)(C)C)C=C2)Cl (tert-butyl 4-(4-(4-(1H-benzo[d]imidazol-2-ylcarbamoyl)-1H-imidazole-5-carboxamido)-2-chlorophenoxy)piperidine-1-carboxylate), Cl (hydrogen chloride). Solvent: O1CCOCC1 (1,4-dioxane), O1CCOCC1 (1,4-dioxane). Reaction conditions: time 15 hour. Product: Cl.N1C(=NC2=C1C=CC=C2)NC(=O)C=2N=CNC2C(=O)NC2=C(C=C(C=C2)OC2CCNCC2)Cl (N4-(1H-benzo[d]imidazol-2-yl)-N5-(2-chloro-4-(piperidin-4-yloxy)phenyl)-1H-imidazole-4,5-dicarboxamide hydrochloride). The yield is 99.0%. RXN SMILES: [NH:1]1[C:5]2[CH:6]=[CH:7][CH:8]=[CH:9][C:4]=2[N:3]=[C:2]1[NH:10][C:11]([C:13]1[N:14]=[CH:15][NH:16][C:17]=1[C:18]([NH:20][C:21]1[CH:40]=[CH:39][C:24]([O:25][CH:26]2[CH2:31][CH2:30][N:29](C(OC(C)(C)C)=O)[CH2:28][CH2:27]2)=[C:23]([Cl:41])[CH:22]=1)=[O:19])=[O:12].[ClH:42]>O1CCOCC1>[ClH:41].[NH:1]1[C:5]2[CH:6]=[CH:7][CH:8]=[CH:9][C:4]=2[N:3]=[C:2]1[NH:10][C:11]([C:13]1[N:14]=[CH:15][NH:16][C:17]=1[C:18]([NH:20][C:21]1[CH:40]=[CH:39][C:24]([O:25][CH:26]2[CH2:31][CH2:30][NH:29][CH2:28][CH2:27]2)=[CH:23][C:22]=1[Cl:42])=[O:19])=[O:12] |f:3.4|. Reported procedure: A flask was charged with tert-butyl 4-(4-(4-(1H-benzo[d]imidazol-2-ylcarbamoyl)-1H-imidazole-5-carboxamido)-2-chlorophenoxy)piperidine-1-carboxylate (260 mg, 0.45 mmol), 4 N hydrogen chloride in 1,4-dioxane (1 mL, 4 mmol) and 1,4-dioxane (50 mL), and the reaction mixture was stirred for 15 hours at room temperature. The resulting solid was filtered off and air dried to give 0.228 g of N4-(1H-benzo[d]imidazol-2-yl)-N5-(2-chloro-4-(piperidin-4-yloxy)phenyl)-1H-imidazole-4,5-dicarboxamide hydrochlo... The reactants are C[Si](C)(C)C#N (trimethylsilyl cyanide), CN(C(=O)Cl)C (N,N-dimethylcarbamoyl chloride), C(C)[N+]1(C(N(CC1)C1=CC=NC=C1)=O)[O-] (1-Ethyl-3-(4-pyridyl)-2-imidazolidinone N-oxide). Run in [N+](=O)([O-])CC (nitroethane). Conditions: time 20 hour. Yields the product C(C)N1C(N(CC1)C1=CC(=NC=C1)C#N)=O (4-(3-Ethyl-2-oxo-1-imidazolidinyl)-2-pyridinecarbonitrile). Isolated yield 29.1%. Reaction SMILES: [CH2:1]([N+:3]1([O-])[CH2:7][CH2:6][N:5]([C:8]2[CH:13]=[CH:12][N:11]=[CH:10][CH:9]=2)[C:4]1=[O:14])[CH3:2].C[Si]([C:20]#[N:21])(C)C.CN(C)C(Cl)=O>[N+](CC)([O-])=O>[CH2:1]([N:3]1[CH2:7][CH2:6][N:5]([C:8]2[CH:13]=[CH:12][N:11]=[C:10]([C:20]#[N:21])[CH:9]=2)[C:4]1=[O:14])[CH3:2]. Reported procedure: 1-Ethyl-3-(4-pyridyl)-2-imidazolidinone N-oxide (0.56 g, 2.7 mmol) was dissolved in nitroethane (20 ml), and trimethylsilyl cyanide (0.55 g, 5.5 mmol) and N,N-dimethylcarbamoyl chloride (0.44 g, 4.1 mmol) were added thereto. The mixture was stirred at room temperature for 20 hrs. The solvent was evaporated, and the residue was subjected to a silica gel column chromatography. The fractions eluted with ethyl acetate-hexane (5:1, v/v) were collected, concentrated and recrystallized from tetrahydrof... The reactants are C(CCC)C1=C(C=C(C=C1)CO)OC ((4-Butyl-3-methoxy-phenyl)-methanol), ClCC1=CC(=C(C=C1)C1=CC=CC=C1)OC (4-Chloromethyl-2-methoxy-biphenyl), crude material. Product: C(CCC)C1=C(C=C(C=C1)CCl)OC (1-Butyl-4-chloromethyl-2-methoxy-benzene). Reaction SMILES: [Cl:1][CH2:2][C:3]1[CH:8]=[CH:7][C:6]([C:9]2C=C[CH:12]=[CH:11][CH:10]=2)=[C:5]([O:15][CH3:16])[CH:4]=1.C(C1C=CC(CO)=CC=1OC)CCC>>[CH2:9]([C:6]1[CH:7]=[CH:8][C:3]([CH2:2][Cl:1])=[CH:4][C:5]=1[O:15][CH3:16])[CH2:10][CH2:11][CH3:12]. Reported procedure: Following the same procedure for the preparation of 4-Chloromethyl-2-methoxy-biphenyl, the title compound is prepared from (4-Butyl-3-methoxy-phenyl)-methanol (crude material from the previous step). The crude material is used directly in the next step.